describe an organic reaction: reactants, conditions, products, and yield From a dataset of the Open Reaction Database (ORD), a public repository of structured organic reaction records. The reactants are O (water), CC1=CC(=C(C=C1)C(=O)O)O (4-methylsalicyclic acid), C(C1=CC=CC=C1)Br (benzylbromide), C([O-])([O-])=O.[K+].[K+] (potassium carbonate). Run in CN(C)C=O (DMF). Run at time 12 hour. Product: C(C1=CC=CC=C1)OC1=C(C(=O)OCC2=CC=CC=C2)C=CC(=C1)C (benzyl 2-benzyloxy-4-methylbenzoate). Reaction SMILES: [CH3:1][C:2]1[CH:7]=[CH:6][C:5]([C:8]([OH:10])=[O:9])=[C:4]([OH:11])[CH:3]=1.[CH2:12](Br)[C:13]1[CH:18]=[CH:17][CH:16]=[CH:15][CH:14]=1.C(=O)([O-])[O-].[K+].[K+].O>CN(C=O)C>[CH2:12]([O:11][C:4]1[CH:3]=[C:2]([CH3:1])[CH:7]=[CH:6][C:5]=1[C:8]([O:10][CH2:1][C:2]1[CH:7]=[CH:6][CH:5]=[CH:4][CH:3]=1)=[O:9])[C:13]1[CH:18]=[CH:17][CH:16]=[CH:15][CH:14]=1 |f:2.3.4|. Procedure details: A mixture of 4-methylsalicyclic acid (20 g), benzylbromide (33 ml) and potassium carbonate (36.3 g ) in DMF (100 ml) was stirred for 12 hours. The mixture was poured into water (300 ml) and extracted three times with diethylether (100 ml each time). The combined organic extracts were washed with water and dried. Removal of the solvent gave benzyl 2-benzyloxy-4-methylbenzoate acid as a yellow liquid, yield 45 g. The reactants are FC(C(=O)O)(F)F (trifluoroacetic acid), NC1=NC(=NS1)C(C(=O)NC1[C@@H]2N(C(=C(CS2)S\C=C/C=2C=NC=CC2)C(=O)OC(C2=CC=CC=C2)C2=CC=CC=C2)C1=O)=NOC1C=CCC1 (benzhydryl 7-[2-(5-amino-1,2,4-thiadiazol-3-yl)-2-(2-cyclopenten-1-yl)oxyiminoacetamido]-3-[(Z)-2-(3-pyridyl)vinylthio ]-3-cephem-4-carboxylate), C(C)(C)OC(C)C (diisopropyl ether). Run in C1(=CC=CC=C1)OC (anisole). Run at time 35 minute. The product is NC1=NC(=NS1)C(C(=O)NC1[C@@H]2N(C(=C(CS2)S\C=C/C=2C=NC=CC2)C(=O)O)C1=O)=NO (7-[2-(5-amino-1,2,4-thiadiazol-3-yl)-2-hydroxyiminoacetamido]-3-[(Z)-2-(3-pyridyl)vinylthio]-3-cephem-4-carboxylic acid). The yield is 53.7%. RXN SMILES: [NH2:1][C:2]1[S:6][N:5]=[C:4]([C:7](=[N:45][O:46]C2CCC=C2)[C:8]([NH:10][CH:11]2[C:43](=[O:44])[N:13]3[C:14]([C:27]([O:29]C(C4C=CC=CC=4)C4C=CC=CC=4)=[O:28])=[C:15]([S:18]/[CH:19]=[CH:20]\[C:21]4[CH:22]=[N:23][CH:24]=[CH:25][CH:26]=4)[CH2:16][S:17][C@H:12]23)=[O:9])[N:3]=1.FC(F)(F)C(O)=O.C(OC(C)C)(C)C>C1(OC)C=CC=CC=1>[NH2:1][C:2]1[S:6][N:5]=[C:4]([C:7](=[N:45][OH:46])[C:8]([NH:10][CH:11]2[C:43](=[O:44])[N:13]3[C:14]([C:27]([OH:29])=[O:28])=[C:15]([S:18]/[CH:19]=[CH:20]\[C:21]4[CH:22]=[N:23][CH:24]=[CH:25][CH:26]=4)[CH2:16][S:17][C@H:12]23)=[O:9])[N:3]=1. Procedure: To a suspension of benzhydryl 7-[2-(5-amino-1,2,4-thiadiazol-3-yl)-2-(2-cyclopenten-1-yl)oxyiminoacetamido]-3-[(Z)-2-(3-pyridyl)vinylthio ]-3-cephem-4-carboxylate (syn isomer)(1.06 g) in anisole (2 ml) was added trifluoroacetic acid (4 ml) under ice-cooling and the mixture was stirred for 35 minutes at the same temperature. The mixture was poured into diisopropyl ether (250 ml). The precipitate was collected, washed with diisopropyl ether and dried over phosphorus pentoxide. The precipitate was ... Reactants: CCC1(C(=O)NC(=NC1=O)[O-])CC.[Na+] (Sodium Barbitone), [N-]=[N+]=[N-].[Na+] (sodium azide), Cl (hydrochloric acid). The product is CCC1(C(=O)NC(=O)NC1=O)CC (BARBITONE). Reaction SMILES: [CH3:1][CH2:2][C:3]1([CH2:12][CH3:13])[C:9](=[O:10])[N:8]=[C:7]([O-:11])[NH:6][C:4]1=[O:5].[Na+].[N-]=[N+]=[N-].[Na+].Cl>>[CH3:1][CH2:2][C:3]1([CH2:12][CH3:13])[C:4](=[O:5])[NH:6][C:7](=[O:11])[NH:8][C:9]1=[O:10] |f:0.1,2.3|. Procedure: Sodium Barbitone was made up to a final concentration of 0.07M together with 0.1% (w/v) sodium azide. The pH of this solution was adjusted to 8.4 with concentrated hydrochloric acid before making up to the final volume. The reactants are C(C1=CC=CC=C1)OC1=C(C=C(C=C1C)C[C@H](C(=O)OC)O)C (methyl(R)-3-(4-benzyloxy-3,5-dimethyl-phenyl)-2-hydroxy-propionate), ClC(=O)OC1=CC=C(C=C1)[N+](=O)[O-] (4-nitrophenyl chloroformate), COC=1C=CC2=C(CCN(C(N2)=O)C2CCNCC2)C1 (7-methoxy-3-piperidin-4-yl-1,3,4,5-tetrahydro-1,3-benzodiazepin-2-one). Yields the product COC=1C=CC2=C(CCN(C(N2)=O)C2CCN(CC2)C(=O)O[C@H](CC2=CC(=C(C(=C2)C)OCC2=CC=CC=C2)C)C(=O)OC)C1 ((R)-2-(4-benzyloxy-3,5-dimethyl-phenyl)-1-methoxycarbonyl-ethyl 4-(7-methoxy-2-oxo-1,2,4,5-tetrahydro-1,3-benzodiazepin-3-yl)-piperidine-1-carboxylate). As a reaction SMILES: [CH2:1]([O:8][C:9]1[C:14]([CH3:15])=[CH:13][C:12]([CH2:16][C@@H:17]([OH:22])[C:18]([O:20][CH3:21])=[O:19])=[CH:11][C:10]=1[CH3:23])[C:2]1[CH:7]=[CH:6][CH:5]=[CH:4][CH:3]=1.Cl[C:25](OC1C=CC([N+]([O-])=O)=CC=1)=[O:26].[CH3:37][O:38][C:39]1[CH:40]=[CH:41][C:42]2[NH:48][C:47](=[O:49])[N:46]([CH:50]3[CH2:55][CH2:54][NH:53][CH2:52][CH2:51]3)[CH2:45][CH2:44][C:43]=2[CH:56]=1>>[CH3:37][O:38][C:39]1[CH:40]=[CH:41][C:42]2[NH:48][C:47](=[O:49])[N:46]([CH:50]3[CH2:55][CH2:54][N:53]([C:25]([O:22][C@@H:17]([C:18]([O:20][CH3:21])=[O:19])[CH2:16][C:12]4[CH:11]=[C:10]([CH3:23])[C:9]([O:8][CH2:1][C:2]5[CH:7]=[CH:6][CH:5]=[CH:4][CH:3]=5)=[C:14]([CH3:15])[CH:13]=4)=[O:26])[CH2:52][CH2:51]3)[CH2:45][CH2:44][C:43]=2[CH:56]=1. Procedure: Prepared analogously to Example 21a from 1.41 g (3.63 mmol) methyl(R)-3-(4-benzyloxy-3,5-dimethyl-phenyl)-2-hydroxy-propionate, 0.75 g (3.63 mmol) 4-nitrophenyl chloroformate and 1.00 g (3.63 mmol) 7-methoxy-3-piperidin-4-yl-1,3,4,5-tetrahydro-1,3-benzodiazepin-2-one. The reactants are CCOC(=O)CC(=O)c1ccccc1, CCO, Nc1ccc(N)c([N+](=O)[O-])c1, Cc1ccccc1C. Yields the product Nc1ccc(NC(=O)CC(=O)c2ccccc2)cc1[N+](=O)[O-]. As a reaction SMILES: [C:12]([c:13]1[cH:14][cH:15][cH:16][cH:17][cH:18]1)(=[O:19])[CH2:20][C:21](=[O:22])[O:23][CH2:24][CH3:25].[CH3:26][CH2:27][OH:28].[NH2:1][c:2]1[c:3]([N+:9](=[O:10])[O-:11])[cH:4][c:5]([NH2:8])[cH:6][cH:7]1.[c:29]1([CH3:30])[c:31]([CH3:32])[cH:33][cH:34][cH:35][cH:36]1>>[NH2:1][c:2]1[c:3]([N+:9](=[O:10])[O-:11])[cH:4][c:5]([NH:8][C:21]([CH2:20][C:12]([c:13]2[cH:14][cH:15][cH:16][cH:17][cH:18]2)=[O:19])=[O:22])[cH:6][cH:7]1. Starting materials: [K].SC=1N(C(C2=C(N1)NN=C2)=O)C (6-mercapto-5-methyl-1H-pyrazolo-[3,4-d]pyrimidin-4(5H)-one potassium), FC1=CC=C(C(=O)C2=CC=C(CBr)C=C2)C=C1 (4-(4-fluorobenzoyl)benzyl bromide). Solvent: O (water), CN(C)C=O (DMF). Conditions: time 1 hour. Yields the product FC1=CC=C(C(=O)C2=CC=C(CSC=3N(C(C4=C(N3)NN=C4)=O)C)C=C2)C=C1 (6-[4-(4-Fluorobenzoyl)benzyl]thio-5-methyl-1H-pyrazolo[3,4-d]pyrimidin-4(5H)-one). Yield: 82.3%. Reaction SMILES: [K].[SH:2][C:3]1[N:4]([CH3:13])[C:5](=[O:12])[C:6]2[CH:11]=[N:10][NH:9][C:7]=2[N:8]=1.[F:14][C:15]1[CH:30]=[CH:29][C:18]([C:19]([C:21]2[CH:28]=[CH:27][C:24]([CH2:25]Br)=[CH:23][CH:22]=2)=[O:20])=[CH:17][CH:16]=1>CN(C=O)C.O>[F:14][C:15]1[CH:16]=[CH:17][C:18]([C:19]([C:21]2[CH:28]=[CH:27][C:24]([CH2:25][S:2][C:3]3[N:4]([CH3:13])[C:5](=[O:12])[C:6]4[CH:11]=[N:10][NH:9][C:7]=4[N:8]=3)=[CH:23][CH:22]=2)=[O:20])=[CH:29][CH:30]=1 |f:0.1,^1:0|. Procedure: To a solution of 6-mercapto-5-methyl-1H-pyrazolo-[3,4-d]pyrimidin-4(5H)-one potassium (1.0 g) in DMF (20 ml) was added 4-(4-fluorobenzoyl)benzyl bromide (1.745 g) and the mixture was stirred at room temperature for 1 hour. This reaction mixture was poured in water and the resulting crystals were collected by filtration, rinsed with water and methanol to provide the title compound as colorless solid (1.467 g).